From a dataset of the Open Reaction Database (ORD), a public repository of structured organic reaction records. describe an organic reaction: reactants, conditions, products, and yield Starting materials: CCOC(C)=O, CC(=O)O, CCCCCC, CCOC(=O)C(C)=Cc1cc(Cl)ccc1[N+](=O)[O-], [Fe], O. Product: CCOC(=O)C(C)=Cc1cc(Cl)ccc1N. Reaction SMILES: [C:25]([O:26][CH2:27][CH3:28])(=[O:29])[CH3:30].[CH3:1][C:2](=[O:3])[OH:4].[CH3:31][CH2:32][CH2:33][CH2:34][CH2:35][CH3:36].[Cl:5][c:6]1[cH:7][cH:8][c:9]([N+:20]([O-:21])=[O:22])[c:10]([CH:12]=[C:13]([C:14](=[O:15])[O:16][CH2:17][CH3:18])[CH3:19])[cH:11]1.[Fe:24].[OH2:23]>>[Cl:5][c:6]1[cH:7][cH:8][c:9]([NH2:20])[c:10]([CH:12]=[C:13]([C:14](=[O:15])[O:16][CH2:17][CH3:18])[CH3:19])[cH:11]1. Starting materials: [Al+3], [H-], [H-], [H-], [H-], [Li+], O=NN1CCc2ccccc21, [Na+], C1CCOC1, [OH-], O. The product is NN1CCc2ccccc21. RXN SMILES: [Al+3:13].[H-:12].[H-:15].[H-:16].[H-:17].[Li+:14].[N:1](=[O:2])[N:3]1[CH2:4][CH2:5][c:6]2[cH:7][cH:8][cH:9][cH:10][c:11]21.[Na+:20].[O:21]1[CH2:22][CH2:23][CH2:24][CH2:25]1.[OH-:19].[OH2:18]>>[NH2:1][N:3]1[CH2:4][CH2:5][c:6]2[cH:7][cH:8][cH:9][cH:10][c:11]21.